From a dataset of the Open Reaction Database (ORD), a public repository of structured organic reaction records. describe an organic reaction: reactants, conditions, products, and yield Starting materials: ClCCCOC=1C=2C=CNC2C=CC1 (1-chloro-3-(1H-indole-4-oxy)propane), C1(CC1)COC1=C2C(=CNC2=CC=C1)C=1CCNCC1 (4-(4-cyclopropylmethoxy-1H-indol-3-yl)-1,2,3,6-tetrahydropyridine), C(C(=O)O)(=O)O (oxalic acid). The solvent is C(C)(=O)OCC (ethyl acetate), C(C)(=O)OCC (ethyl acetate). The product is C(C(=O)O)(=O)O.N1C=CC2=C(C=CC=C12)OCCCN1CCC(=CC1)C1=CNC2=CC=CC(=C12)OCC1CC1 (1-(4-indolyloxy)-3-[4-(4-cyclopropylmethoxy-1H-indol-3-yl)-1,2,3,6-tetrahydropyridin-1-yl]propane ethanedioate). Reaction SMILES: Cl[CH2:2][CH2:3][CH2:4][O:5][C:6]1[C:7]2[CH:8]=[CH:9][NH:10][C:11]=2[CH:12]=[CH:13][CH:14]=1.[CH:15]1([CH2:18][O:19][C:20]2[CH:28]=[CH:27][CH:26]=[C:25]3[C:21]=2[C:22]([C:29]2[CH2:30][CH2:31][NH:32][CH2:33][CH:34]=2)=[CH:23][NH:24]3)[CH2:17][CH2:16]1.[C:35]([OH:40])(=[O:39])[C:36]([OH:38])=[O:37]>C(OCC)(=O)C>[C:35]([OH:40])(=[O:39])[C:36]([OH:38])=[O:37].[NH:10]1[C:11]2[C:7](=[C:6]([O:5][CH2:4][CH2:3][CH2:2][N:32]3[CH2:33][CH:34]=[C:29]([C:22]4[C:21]5[C:25](=[CH:26][CH:27]=[CH:28][C:20]=5[O:19][CH2:18][CH:15]5[CH2:16][CH2:17]5)[NH:24][CH:23]=4)[CH2:30][CH2:31]3)[CH:14]=[CH:13][CH:12]=2)[CH:8]=[CH:9]1 |f:4.5|. Procedure details: The title compound was prepared in similar fashion from 1-chloro-3-(1H-indole-4-oxy)propane and 4-(4-cyclopropylmethoxy-1H-indol-3-yl)-1,2,3,6-tetrahydropyridine (which was prepared by condensing 4-cyclopropylmethoxyindole with 4-piperidone monohydrate hydrochloride in refluxing methanol with potassium hydroxide). The resulting free base was dissolved in ethyl acetate, and precipitated with one equivalent of oxalic acid in ethyl acetate in 20% overall yield as a white foam FDMS m/e=441 (M+ of fr... The reactants are CC(=O)c1cccc(OCc2ccccc2)c1, CCN=C=NCCCN(C)C, CCN(C(C)C)C(C)C, Cl, Cl, NCC(=O)N1CCC(Oc2cccc(C(F)(F)F)c2)CC1, CN(C)C=O, O, O=C(O)c1cc(-c2ccc(O)cc2)on1, On1nnc2ccccc21. The product is O=C(NCC(=O)N1CCC(Oc2cccc(C(F)(F)F)c2)CC1)c1cc(-c2ccc(O)cc2)on1. As a reaction SMILES: [CH2:25]([O:26][c:27]1[cH:28][c:29]([C:30](=[O:31])[CH3:32])[cH:33][cH:34][cH:35]1)[c:36]1[cH:37][cH:38][cH:39][cH:40][cH:41]1.[CH3:52][CH2:53][N:54]=[C:55]=[N:56][CH2:57][CH2:58][CH2:59][N:60]([CH3:61])[CH3:62].[CH:1]([N:2]([CH2:3][CH3:4])[CH:5]([CH3:6])[CH3:7])([CH3:8])[CH3:9].[ClH:63].[ClH:64].[NH2:65][CH2:66][C:67](=[O:68])[N:69]1[CH2:70][CH2:71][CH:72]([O:75][c:76]2[cH:77][c:78]([C:82]([F:83])([F:84])[F:85])[cH:79][cH:80][cH:81]2)[CH2:73][CH2:74]1.[O:86]=[CH:87][N:88]([CH3:89])[CH3:90].[OH2:91].[OH:10][c:11]1[cH:12][cH:13][c:14](-[c:17]2[cH:18][c:19]([C:22](=[O:23])[OH:24])[n:20][o:21]2)[cH:15][cH:16]1.[OH:42][n:43]1[c:44]2[c:45]([cH:46][cH:47][cH:48][cH:49]2)[n:50][n:51]1>>[OH:10][c:11]1[cH:12][cH:13][c:14](-[c:17]2[cH:18][c:19]([C:22](=[O:24])[NH:65][CH2:66][C:67](=[O:68])[N:69]3[CH2:70][CH2:71][CH:72]([O:75][c:76]4[cH:77][c:78]([C:82]([F:83])([F:84])[F:85])[cH:79][cH:80][cH:81]4)[CH2:73][CH2:74]3)[n:20][o:21]2)[cH:15][cH:16]1. The reactants are S(=O)(=O)([O-])C1=CC=C(C)C=C1 (tosylate), [N-]=[N+]=[N-].[Na+] (sodium azide), C(C1=CC=CC=C1)OC(C(N(CCCO)C(C)(C)C)C(=O)OC(C)(C)C)=O (BOC-(2-isobutyl)-3-hydroxypropyl glycine benzyl ester), C1(=CC=C(C=C1)S(=O)(=O)Cl)C (p-toluenesulfonyl chloride). Run in CN(C)C=O.O (DMF water), CCOCC (ether), [Cl-].[Na+].O (brine), N1=CC=CC=C1 (pyridine), CCOCC (ether). Conditions: temperature 0 celsius, time 16 hour. Yields the product C(C1=CC=CC=C1)OC(C(N(CCCN=[N+]=[N-])C(C)(C)C)C(=O)OC(C)(C)C)=O (BOC-(2-isobutyl)-3-azidopropyl glycine benzyl ester). Reaction SMILES: [CH2:1]([O:8][C:9](=[O:27])[CH:10]([C:20]([O:22][C:23]([CH3:26])([CH3:25])[CH3:24])=[O:21])[N:11]([C:16]([CH3:19])([CH3:18])[CH3:17])[CH2:12][CH2:13][CH2:14]O)[C:2]1[CH:7]=[CH:6][CH:5]=[CH:4][CH:3]=1.C1(C)C=CC(S(Cl)(=O)=O)=CC=1.S(C1C=CC(C)=CC=1)([O-])(=O)=O.[N-:50]=[N+:51]=[N-:52].[Na+]>N1C=CC=CC=1.CCOCC.CN(C=O)C.O.[Cl-].[Na+].O>[CH2:1]([O:8][C:9](=[O:27])[CH:10]([C:20]([O:22][C:23]([CH3:26])([CH3:25])[CH3:24])=[O:21])[N:11]([C:16]([CH3:19])([CH3:18])[CH3:17])[CH2:12][CH2:13][CH2:14][N:50]=[N+:51]=[N-:52])[C:2]1[CH:7]=[CH:6][CH:5]=[CH:4][CH:3]=1 |f:3.4,7.8,9.10.11|. Reported procedure: BOC-(2-isobutyl)-3-hydroxypropyl glycine benzyl ester (0.17 g, 0.45 mmol) is dissolved in pyridine (2 ml), cooled to 0° C., and p-toluenesulfonyl chloride (0.25 g, 1.31 mmol) is added. The mixture is then stirred at room temperature for 16 hours, diluted with ether, and the organic layer washed with 1N HCl, 10% copper sulfate solution, brine. The organic layer is dried over magnesium sulfate, filtered, concentrated in vacuo to give the tosylated product. The primary tosylate (0.23 g, 0.43 mmol) ... The reactants are ClC1=C(C(=O)C=2C3=C(OC2C)C=CC(=C3)C(=O)OC)C=CC(=C1)Cl (3-(2,4-Dichlorobenzoyl)-5-(methoxycarbonyl)-2-methylbenzo[b]furan). Run in O1CCCC1 (tetrahydrofuran), O1CCCC1 (tetrahydrofuran). Run at time 30 minute. Product: ClC1=C(C=CC(=C1)Cl)C(C=1C2=C(OC1C)C=CC(=C2)C(=O)OC)O (3-((2,4-Dichlorophenyl)hydroxymethyl)-5-(methoxycarbonyl)-2-methylbenzo[b]furan). Isolated yield 94.8%. As a reaction SMILES: [Cl:1][C:2]1[CH:23]=[C:22]([Cl:24])[CH:21]=[CH:20][C:3]=1[C:4]([C:6]1[C:7]2[CH:15]=[C:14]([C:16]([O:18][CH3:19])=[O:17])[CH:13]=[CH:12][C:8]=2[O:9][C:10]=1[CH3:11])=[O:5]>O1CCCC1>[Cl:1][C:2]1[CH:23]=[C:22]([Cl:24])[CH:21]=[CH:20][C:3]=1[CH:4]([OH:5])[C:6]1[C:7]2[CH:15]=[C:14]([C:16]([O:18][CH3:19])=[O:17])[CH:13]=[CH:12][C:8]=2[O:9][C:10]=1[CH3:11]. Reported procedure: 3-(2,4-Dichlorobenzoyl)-5-(methoxycarbonyl)-2-methylbenzo[b]furan (0.84 g, 2.31 mmol) was dissolved in tetrahydrofuran (20 ml) and a solution (1.0 M, 5 ml, 5 mmol) of a borane-tetrahydrofuran complex in tetrahydrofuran was added. The mixture was stirred at room temperature for 30 min and then at 50° C. for 2 hr. The reaction mixture was concentrated under reduced pressure and a saturated aqueous ammonium chloride solution was added to the residue. The mixture was extracted with ethyl acetate. Th... Starting materials: ClC=1C=C(C=CC1)C(=O)OO (3-Chlorobenzenecarboperoxoic acid), O1C(=NC2=C1C=CC=C2)C=2C(=NC=C(C2)C=2C=NN(C2)C2CCN(CC2)C)N (3-(1,3-benzoxazol-2-yl)-5-[1-(1-methyl-4-piperidyl)pyrazol-4-yl]pyridin-2-amine). The solvent is C(Cl)Cl (DCM). Run at time 5 minute. Product: O1C(=NC2=C1C=CC=C2)C=2C(=NC=C(C2)C=2C=NN(C2)C2CC[N+](CC2)([O-])C)N (3-(1,3-Benzoxazol-2-yl)-5-[1-(1-methyl-1-oxido-piperidin-1-ium-4-yl)pyrazol-4-yl]pyridin-2-amine). Reaction SMILES: ClC1C=C(C(OO)=[O:9])C=CC=1.[O:12]1[C:16]2[CH:17]=[CH:18][CH:19]=[CH:20][C:15]=2[N:14]=[C:13]1[C:21]1[C:22]([NH2:39])=[N:23][CH:24]=[C:25]([C:27]2[CH:28]=[N:29][N:30]([CH:32]3[CH2:37][CH2:36][N:35]([CH3:38])[CH2:34][CH2:33]3)[CH:31]=2)[CH:26]=1>C(Cl)Cl>[O:12]1[C:16]2[CH:17]=[CH:18][CH:19]=[CH:20][C:15]=2[N:14]=[C:13]1[C:21]1[C:22]([NH2:39])=[N:23][CH:24]=[C:25]([C:27]2[CH:28]=[N:29][N:30]([CH:32]3[CH2:33][CH2:34][N+:35]([CH3:38])([O-:9])[CH2:36][CH2:37]3)[CH:31]=2)[CH:26]=1. Reported procedure: 3-Chlorobenzenecarboperoxoic acid (0.046 g) was added to 3-(1,3-benzoxazol-2-yl)-5-[1-(1-methyl-4-piperidyl)pyrazol-4-yl]pyridin-2-amine (0.100 g) in DCM (10 ml). The resulting solution was stirred for 5 minutes. The resultant precipitate was collected by filtration, washed with DCM (2 ml) and dried under vacuum. The residue was purified by SCX ion exchange chromatography (elution with 7M methanolic ammonia) and there was thus obtained 3-(1,3-benzoxazol-2-yl)-5-[1-(1-methyl-1-oxido-piperidin-1-i...